This data is from the Open Reaction Database (ORD), a public repository of structured organic reaction records. The task is: describe an organic reaction: reactants, conditions, products, and yield The reactants are C(C)(C)(C)OCl (t-Butylhypochlorite), C(CC)C1=C(C=CC=C1)O (2-propylphenol), [I-].[Na+] (sodium iodide), C(C)#N (acetonitrile). Solvent: O (water), C(C)(=O)OCC (ethyl acetate). Conditions: time 10 minute. Yields the product IC1=CC(=C(C=C1)O)CCC (4-Iodo-2-propylphenol). RXN SMILES: [CH2:1]([C:4]1[CH:9]=[CH:8][CH:7]=[CH:6][C:5]=1[OH:10])[CH2:2][CH3:3].[I-:11].[Na+].C(#N)C.C(OCl)(C)(C)C>C(OCC)(=O)C.O>[I:11][C:8]1[CH:7]=[CH:6][C:5]([OH:10])=[C:4]([CH2:1][CH2:2][CH3:3])[CH:9]=1 |f:1.2|. Reported procedure: A mixture of 6.8 g (50 mmol) of 2-propylphenol, 8.25 g (55 mmol) of sodium iodide, 175 ml of acetonitrile and 40 ml of water was cooled on ice. t-Butylhypochlorite, 6 g or 6.56 ml (55 mmol), was added slowly at 0°. After stirring for 10 minutes at 0°, 500 ml of ethyl acetate was added and the mixture was washed with 5% aqueous solution of sodium thiosulfate. The organic layer was dried and evaporated and the residue was chromatographed over 150 g of silica gel using methylene chloride/hexane 3:2... Reactants: ClCC(=O)N[C@H]1CN2C(OC1)=NC(=C2)[N+](=O)[O-] ((S)-2-chloro-N-(2-nitro-6,7-dihydro-5H-imidazo[2,1-b][1,3]oxazin-6-yl)acetamide), C1(CC1)OCCOC1=CC=C(OC2CCNCC2)C=C1 (4-(4-(2-(cyclopropoxy)ethoxy)phenoxy)piperidine). Yields the product C1(CC1)OCCOC1=CC=C(OC2CCN(CC2)CC(=O)N[C@H]2CN3C(OC2)=NC(=C3)[N+](=O)[O-])C=C1 ((S)-2-(4-(4-(2-(cyclopropoxy)ethoxy)phenoxy)piperidin-1-yl)-N-(2-nitro-6,7-dihydro-5H-imidazo[2,1-b][1,3]oxazin-6-yl)acetamide). Isolated yield 38.7%. As a reaction SMILES: Cl[CH2:2][C:3]([NH:5][C@@H:6]1[CH2:11][O:10][C:9]2=[N:12][C:13]([N+:15]([O-:17])=[O:16])=[CH:14][N:8]2[CH2:7]1)=[O:4].[CH:18]1([O:21][CH2:22][CH2:23][O:24][C:25]2[CH:37]=[CH:36][C:28]([O:29][CH:30]3[CH2:35][CH2:34][NH:33][CH2:32][CH2:31]3)=[CH:27][CH:26]=2)[CH2:20][CH2:19]1>>[CH:18]1([O:21][CH2:22][CH2:23][O:24][C:25]2[CH:26]=[CH:27][C:28]([O:29][CH:30]3[CH2:35][CH2:34][N:33]([CH2:2][C:3]([NH:5][C@@H:6]4[CH2:11][O:10][C:9]5=[N:12][C:13]([N+:15]([O-:17])=[O:16])=[CH:14][N:8]5[CH2:7]4)=[O:4])[CH2:32][CH2:31]3)=[CH:36][CH:37]=2)[CH2:20][CH2:19]1. Procedure details: Similar to the manipulation of example 1, with (S)-2-chloro-N-(2-nitro-6,7-dihydro-5H-imidazo[2,1-b][1,3]oxazin-6-yl)acetamide (130 mg, 0.50 mmol) and 4-(4-(2-(cyclopropoxy)ethoxy)phenoxy)piperidine (277 mg, 1.0 mmol) as crude materials, 97 mg title compound was generated and yield was 39%.